From a dataset of the Open Reaction Database (ORD), a public repository of structured organic reaction records. describe an organic reaction: reactants, conditions, products, and yield Product: NC(C(=O)NC1=CC=C(C(=N1)C#CC1=CC=CC=C1)C=1C=C(C(=O)O)C=CC1)C (3-[6-(2-aminopropanoylamino)-2-(2-phenylethynyl)pyridin-3-yl]-benzoic acid). Reaction SMILES: CC(OC([NH:8][CH:9]([CH3:36])[C:10]([NH:12][C:13]1[N:18]=[C:17]([C:19]#[C:20][C:21]2[CH:26]=[CH:25][CH:24]=[CH:23][CH:22]=2)[C:16]([C:27]2[CH:28]=[C:29]([CH:33]=[CH:34][CH:35]=2)[C:30]([OH:32])=[O:31])=[CH:15][CH:14]=1)=[O:11])=O)(C)C.C(Cl)Cl.C(O)(C(F)(F)F)=O>C1(C)C=CC=CC=1>[NH2:8][CH:9]([CH3:36])[C:10]([NH:12][C:13]1[N:18]=[C:17]([C:19]#[C:20][C:21]2[CH:26]=[CH:25][CH:24]=[CH:23][CH:22]=2)[C:16]([C:27]2[CH:28]=[C:29]([CH:33]=[CH:34][CH:35]=2)[C:30]([OH:32])=[O:31])=[CH:15][CH:14]=1)=[O:11] |f:1.2|. Conditions: time 90 minute. Procedure details: A mixture of 3-[6-[2-[(2-methylpropan-2-yl)oxycarbonylamino]propanoylamino]-2-(2-phenylethynyl)pyridin-3-yl]benzoic acid E2c (16 mg, 0.03 mmol) and DCM:TFA (9:1, 1.7 ml) is stirred at RT for 90 minutes. The mixture is diluted with toluene (10 ml) and concentrated in vacuo. The product is purified by RP HPLC. Yield: 3 mg (24%). HPLC-MS: M+H=386; tR=1.03 min (*Method—1). Solvent: C1(=CC=CC=C1)C (toluene). Starting materials: CC(C)(C)OC(=O)NC(C(=O)NC1=CC=C(C(=N1)C#CC1=CC=CC=C1)C=1C=C(C(=O)O)C=CC1)C (3-[6-[2-[(2-methylpropan-2-yl)oxycarbonylamino]propanoylamino]-2-(2-phenylethynyl)pyridin-3-yl]benzoic acid), C(Cl)Cl.C(=O)(C(F)(F)F)O (DCM TFA). The reactants are N[C@H](CO)C ((S)-2-aminopropan-1-ol), Cl.ClC1=C(C=C(C=C1)[C@H](N)C=1C=NN(C1)C)F ((S)-(4-Chloro-3-fluorophenyl)(1-methyl-1H-pyrazol-4-yl)methanamine hydrochloride), NC1CCOCC1 (4-amino-tetrahydropyran), Cl.FC=1C=C(C=CC1OC)[C@H](N)C=1C=NN(C1)C ((S)-(3-Fluoro-4-methoxyphenyl)(1-methyl-1H-pyrazol-4-yl)methanamine hydrochloride). The product is ClC1=C(C=C(C=C1)[C@@H](C=1C=NN(C1)C)NC(=O)C=1C=C2C=C(N=CC2=CC1)NC1CCOCC1)F (3-(Tetrahydro-pyran-4-ylamino)-isoquinoline-6-carboxylic acid [(S)-(4-chloro-3-fluoro-phenyl)-(1-methyl-1H-pyrazol-4-yl)-methyl]-amide). As a reaction SMILES: N[C@@H:2]([CH3:5])[CH2:3][OH:4].[NH2:6][CH:7]1[CH2:12][CH2:11][O:10][CH2:9][CH2:8]1.Cl.FC1C=[C:17]([C@@H:23]([C:25]2C=N[N:28]([CH3:30])[CH:29]=2)N)[CH:18]=[CH:19]C=1OC.Cl.[Cl:32][C:33]1[CH:38]=[CH:37][C:36]([C@@H:39]([C:41]2[CH:42]=[N:43][N:44]([CH3:46])[CH:45]=2)[NH2:40])=[CH:35][C:34]=1[F:47]>>[Cl:32][C:33]1[CH:38]=[CH:37][C:36]([C@H:39]([NH:40][C:3]([C:2]2[CH:5]=[C:23]3[C:17](=[CH:18][CH:19]=2)[CH:30]=[N:28][C:29]([NH:6][CH:7]2[CH2:12][CH2:11][O:10][CH2:9][CH2:8]2)=[CH:25]3)=[O:4])[C:41]2[CH:42]=[N:43][N:44]([CH3:46])[CH:45]=2)=[CH:35][C:34]=1[F:47] |f:2.3,4.5|. Reported procedure: 3-(Tetrahydro-pyran-4-ylamino)-isoquinoline-6-carboxylic acid [(S)-(4-chloro-3-fluoro-phenyl)-(1-methyl-1H-pyrazol-4-yl)-methyl]-amide (II-11) was prepared analogously except in step 2, (S)-2-aminopropan-1-ol was replaced with 4-amino-tetrahydropyran and in step 5, 50c was replaced with (S)-(4-chloro-3-fluorophenyl)(1-methyl-1H-pyrazol-4-yl)methanamine hydrochloride (50a). 1H NMR (400 MHz, DMSO-d6) δ 9.26 (d, J=8.4 Hz, 1H), 8.91 (s, 1H), 8.10 (s, 1H), 7.84 (d, J=8.6 Hz, 1H), 7.57 (t, J=8.4 Hz, 1... The reactants are C(C)C1=CC=C(C=C1)C(C(=O)O)(C)C (2-(4-Ethylphenyl)-2-methylpropanoic acid), aqueous solution, S(=O)(O)[O-].[Na+] (sodium hydrogen sulfite), IN1C(CCC1=O)=O (N-iodosuccinimide), S(O)(O)(=O)=O (sulfuric acid). Run in C(C)(=O)O (acetic acid), O (H2O). Conditions: time 2 hour. Product: C(C)C1=C(C=C(C=C1)C(C(=O)O)(C)C)I (2-(4-Ethyl-3-iodophenyl)-2-methylpropanoic acid). RXN SMILES: [CH2:1]([C:3]1[CH:8]=[CH:7][C:6]([C:9]([CH3:14])([CH3:13])[C:10]([OH:12])=[O:11])=[CH:5][CH:4]=1)[CH3:2].[I:15]N1C(=O)CCC1=O.S(=O)(=O)(O)O.S([O-])(O)=O.[Na+]>C(O)(=O)C.O>[CH2:1]([C:3]1[CH:8]=[CH:7][C:6]([C:9]([CH3:13])([CH3:14])[C:10]([OH:12])=[O:11])=[CH:5][C:4]=1[I:15])[CH3:2] |f:3.4|. Procedure: 2-(4-Ethylphenyl)-2-methylpropanoic acid (58.1 g, 302.2 mmol) was dissolved in acetic acid (175 ml), added with N-iodosuccinimide (71.4 g, 317.3 mmol, 1.05 eq.) and conc. sulfuric acid (75 ml) at 0° C. Thereafter, the mixture was stirred at room temperature for 2 hrs. After cooling the reaction solution to 0° C., 10% aqueous solution of sodium hydrogen sulfite (100 ml) was added and the mixture was stirred for 1 hr. H2O (450 ml) was added to the mixture and the precipitated solid was filtered to... Starting materials: B, C1CCOC1, CSC, CCCCCC(C)C, ClCCl, NS(=O)(=O)c1ccc(-c2c(-c3ccccc3)noc2CC(=O)O)cc1. Yields the product NS(=O)(=O)c1ccc(-c2c(-c3ccccc3)noc2CCO)cc1. As a reaction SMILES: [BH3:29].[CH2:38]1[O:39][CH2:40][CH2:41][CH2:42]1.[CH3:26][S:27][CH3:28].[CH3:30][CH2:31][CH2:32][CH2:33][CH2:34][CH:35]([CH3:36])[CH3:37].[Cl:43][CH2:44][Cl:45].[NH2:1][S:2](=[O:3])(=[O:4])[c:5]1[cH:6][cH:7][c:8](-[c:11]2[c:12](-[c:20]3[cH:21][cH:22][cH:23][cH:24][cH:25]3)[n:13][o:14][c:15]2[CH2:16][C:17](=[O:18])[OH:19])[cH:9][cH:10]1>>[NH2:1][S:2](=[O:3])(=[O:4])[c:5]1[cH:6][cH:7][c:8](-[c:11]2[c:12](-[c:20]3[cH:21][cH:22][cH:23][cH:24][cH:25]3)[n:13][o:14][c:15]2[CH2:16][CH2:17][OH:18])[cH:9][cH:10]1. Starting materials: IC1=C(N(C=2N=C(NC(C21)=O)NC(C(C)(C)C)=O)C)I (N-(5,6-diiodo-7-methyl-4-oxo-4,7-dihydro-3H-pyrrolo[2,3-d]pyrimidin-2-yl)-2,2-dimethylpropanamide). Reagents/catalysts: [Zn] (zinc), [Zn] (zinc). The solvent is C(C)(=O)O (acetic acid), O (water), O (water). Conditions: time 1 day. Yields the product IC1=CN(C=2N=C(NC(C21)=O)NC(C(C)(C)C)=O)C (N-(5-Iodo-7-methyl-4-oxo-4,7-dihydro-3H-pyrrolo[2,3-d]pyrimidin-2-yl)-2,2-dimethylpropanamide). Yield: 77.5%. RXN SMILES: [I:1][C:2]1[C:10]2[C:9](=[O:11])[NH:8][C:7]([NH:12][C:13](=[O:18])[C:14]([CH3:17])([CH3:16])[CH3:15])=[N:6][C:5]=2[N:4]([CH3:19])[C:3]=1I>C(O)(=O)C.O.[Zn]>[I:1][C:2]1[C:10]2[C:9](=[O:11])[NH:8][C:7]([NH:12][C:13](=[O:18])[C:14]([CH3:15])([CH3:17])[CH3:16])=[N:6][C:5]=2[N:4]([CH3:19])[CH:3]=1. Procedure details: To a suspension of N-(5,6-diiodo-7-methyl-4-oxo-4,7-dihydro-3H-pyrrolo[2,3-d]pyrimidin-2-yl)-2,2-dimethylpropanamide (941 mg, 1.88 mmol) in acetic acid (9 ml) and water (2 ml) was added zinc powder (246 mg, 3.76 mmol), and the mixture was stirred at room temperature for 1 day. After addition of zinc (123 mg, 1.88 mmol), the mixture was stirred at room temperature for 1 day. The reaction mixture was diluted with water and stirred at 0° C. for 2 hours. The resulting crystals were collected by filt... Starting materials: [Li]CCCC, Cc1ccc(C)n1-c1ccn(C)n1, ClC(Cl)(Cl)C(Cl)(Cl)Cl, C1CCOC1. Yields the product Cc1ccc(C)n1-c1cc(Cl)n(C)n1. As a reaction SMILES: [CH2:14]([Li:15])[CH2:16][CH2:17][CH3:18].[CH3:1][c:2]1[n:3](-[c:8]2[n:9][n:10]([CH3:13])[cH:11][cH:12]2)[c:4]([CH3:7])[cH:5][cH:6]1.[Cl:19][C:20]([C:21]([Cl:22])([Cl:23])[Cl:24])([Cl:25])[Cl:26].[O:27]1[CH2:28][CH2:29][CH2:30][CH2:31]1>>[CH3:1][c:2]1[n:3](-[c:8]2[n:9][n:10]([CH3:13])[c:11]([Cl:19])[cH:12]2)[c:4]([CH3:7])[cH:5][cH:6]1. Reactants: C(C)(C)(C)ON=C1C=C(OC2=CC=C(C=C12)OCCCl)C1=CC=2N(C=N1)C=CC2 (6-(2-chloro-ethoxy)-2-pyrrolo[1,2-c]pyrimidin-3-yl-chromen-4-one O-tert-butyl oxime), FC(C1CCNCC1)(F)F (4-trifluoromethyl-piperidine). Product: Cl.C1=NC(=CC=2N1C=CC2)C=2OC1=CC=C(C=C1C(C2)=NO)OCCN2CCC(CC2)C(F)(F)F (2-pyrrolo[1,2-c]pyrimidin-3-yl-6-[2-(4-trifluoromethyl-piperidin-1-yl)-ethoxy]chromen-4-one oxime, hydrochloride). As a reaction SMILES: C([O:5][N:6]=[C:7]1[C:16]2[C:11](=[CH:12][CH:13]=[C:14]([O:17][CH2:18][CH2:19][Cl:20])[CH:15]=2)[O:10][C:9]([C:21]2[N:26]=[CH:25][N:24]3[CH:27]=[CH:28][CH:29]=[C:23]3[CH:22]=2)=[CH:8]1)(C)(C)C.[F:30][C:31]([F:39])([F:38])[CH:32]1[CH2:37][CH2:36][NH:35][CH2:34][CH2:33]1>>[ClH:20].[CH:25]1[N:24]2[CH:27]=[CH:28][CH:29]=[C:23]2[CH:22]=[C:21]([C:9]2[O:10][C:11]3[C:16]([C:7](=[N:6][OH:5])[CH:8]=2)=[CH:15][C:14]([O:17][CH2:18][CH2:19][N:35]2[CH2:36][CH2:37][CH:32]([C:31]([F:39])([F:38])[F:30])[CH2:33][CH2:34]2)=[CH:13][CH:12]=3)[N:26]=1 |f:2.3|. Reported procedure: 2-pyrrolo[1,2-c]pyrimidin-3-yl-6-[2-(4-trifluoromethyl-piperidin-1-yl)-ethoxy]chromen-4-one oxime, hydrochloride was prepared in 34% overall yield using the method described in example 87, starting from 6-(2-chloro-ethoxy)-2-pyrrolo[1,2-c]pyrimidin-3-yl-chromen-4-one O-tert-butyl oxime (example 87B) and 4-trifluoromethyl-piperidine.